From a dataset of the Open Reaction Database (ORD), a public repository of structured organic reaction records. describe an organic reaction: reactants, conditions, products, and yield Product: CC(C)(C)OC(=O)N1CCN(C(=O)C2CC2)CC1. The reactants are O=C([O-])[O-], O=C(Cl)C1CC1, ClCCl, [K+], [K+], CC(C)(C)OC(=O)N1CCNCC1. Reaction SMILES: [C:14](=[O:15])([O-:16])[O-:17].[CH:20]1([C:23](=[O:24])[Cl:25])[CH2:21][CH2:22]1.[Cl:26][CH2:27][Cl:28].[K+:18].[K+:19].[N:1]1([C:7](=[O:8])[O:9][C:10]([CH3:11])([CH3:12])[CH3:13])[CH2:2][CH2:3][NH:4][CH2:5][CH2:6]1>>[N:1]1([C:7](=[O:8])[O:9][C:10]([CH3:11])([CH3:12])[CH3:13])[CH2:2][CH2:3][N:4]([C:23]([CH:20]2[CH2:21][CH2:22]2)=[O:24])[CH2:5][CH2:6]1. The reactants are NC1=NC(=CC(=N1)N1C[C@H](CCC1)C(=O)NC1=CC(=C(C=C1)F)F)C1=CC(=C(C=C1)C#N)F ((3S)-1-[2-amino-6-(4-cyano-3-fluorophenyl)-4-pyrimidinyl]-N-(3,4-difluorophenyl)-3-piperidinecarboxamide), CCN(C(C)C)C(C)C (hunig's base), NN (hydrazine). Run in CCO (EtOH). Run at temperature 150 celsius. Product: NC1=NC(=CC(=N1)N1C[C@H](CCC1)C(=O)NC1=CC(=C(C=C1)F)F)C1=CC=C2C(=NNC2=C1)N ((3S)-1-[2-Amino-6-(3-amino-1H-indazol-6-yl)-4-pyrimidinyl]-N-(3,4-difluorophenyl)-3-piperidinecarboxamide). Isolated yield 70.3%. RXN SMILES: [NH2:1][C:2]1[N:7]=[C:6]([N:8]2[CH2:13][CH2:12][CH2:11][C@H:10]([C:14]([NH:16][C:17]3[CH:22]=[CH:21][C:20]([F:23])=[C:19]([F:24])[CH:18]=3)=[O:15])[CH2:9]2)[CH:5]=[C:4]([C:25]2[CH:30]=[CH:29][C:28]([C:31]#[N:32])=[C:27](F)[CH:26]=2)[N:3]=1.CCN(C(C)C)C(C)C.[NH2:43][NH2:44]>CCO>[NH2:1][C:2]1[N:7]=[C:6]([N:8]2[CH2:13][CH2:12][CH2:11][C@H:10]([C:14]([NH:16][C:17]3[CH:22]=[CH:21][C:20]([F:23])=[C:19]([F:24])[CH:18]=3)=[O:15])[CH2:9]2)[CH:5]=[C:4]([C:25]2[CH:30]=[C:29]3[C:28]([C:31]([NH2:32])=[N:43][NH:44]3)=[CH:27][CH:26]=2)[N:3]=1. Procedure details: Into a microwave tube, (3S)-1-[2-amino-6-(4-cyano-3-fluorophenyl)-4-pyrimidinyl]-N-(3,4-difluorophenyl)-3-piperidinecarboxamide (90 mg, 0.199 mmol), 3 mL of EtOH, hunig's base (0.104 ml, 0.597 mmol), and hydrazine anhydrous (0.025 ml, 0.796 mmol) weres added, and the yellow mixture was heated at 150° C. for 150 minutes under microwave conditions. The solution turned black. LCMS showed mainly product. The black solids were filtered and the yellow filtrate was evaporated. The resulting yellow resi... Reactants: CCOc1cnc(-c2ccc(CCC(C)OC(C)=O)cc2)nc1, [Na+], [OH-], CCOc1cnc(-c2ccc(CCC(C)O)cc2)nc1, OCCOCCO. Yields the product CC(O)CCc1ccc(-c2ncc(O)cn2)cc1. RXN SMILES: [C:21]([O:22][CH:23]([CH3:24])[CH2:25][CH2:26][c:27]1[cH:28][cH:29][c:30](-[c:31]2[n:32][cH:33][c:34]([O:35][CH2:36][CH3:37])[cH:38][n:39]2)[cH:40][cH:41]1)(=[O:42])[CH3:43].[Na+:45].[OH-:44].[OH:1][CH:2]([CH2:3][CH2:4][c:5]1[cH:6][cH:7][c:8](-[c:11]2[n:12][cH:13][c:14]([O:17][CH2:18][CH3:19])[cH:15][n:16]2)[cH:9][cH:10]1)[CH3:20].[OH:46][CH2:47][CH2:48][O:49][CH2:50][CH2:51][OH:52]>>[OH:1][CH:2]([CH2:3][CH2:4][c:5]1[cH:6][cH:7][c:8](-[c:11]2[n:12][cH:13][c:14]([OH:17])[cH:15][n:16]2)[cH:9][cH:10]1)[CH3:20]. Reactants: [H-], CI, [Na+], CN(C)C=O, O, O=C1CN=C(c2ccccc2)c2ccsc2N1. Product: CN1C(=O)CN=C(c2ccccc2)c2ccsc21. As a reaction SMILES: [H-:1].[I:20][CH3:21].[Na+:2].[O:23]=[CH:24][N:25]([CH3:26])[CH3:27].[OH2:22].[c:3]1([C:9]2=[N:15][CH2:14][C:13](=[O:16])[NH:12][c:11]3[c:10]2[cH:19][cH:18][s:17]3)[cH:4][cH:5][cH:6][cH:7][cH:8]1>>[c:3]1([C:9]2=[N:15][CH2:14][C:13](=[O:16])[N:12]([CH3:21])[c:11]3[c:10]2[cH:19][cH:18][s:17]3)[cH:4][cH:5][cH:6][cH:7][cH:8]1. Starting materials: N#CC=Cc1ccccc1, CCO, NC1=NN(c2ccc(Cl)cn2)CC1, [Na]. Product: NC1=NN(c2ccc(Cl)cn2)C(c2ccccc2)C1. As a reaction SMILES: [C:15](#[N:16])[CH:17]=[CH:24][c:18]1[cH:19][cH:20][cH:21][cH:22][cH:23]1.[CH3:25][CH2:26][OH:27].[NH2:2][C:3]1=[N:4][N:5]([c:8]2[n:9][cH:10][c:11]([Cl:14])[cH:12][cH:13]2)[CH2:6][CH2:7]1.[Na:1]>>[NH2:2][C:3]1=[N:4][N:5]([c:8]2[n:9][cH:10][c:11]([Cl:14])[cH:12][cH:13]2)[CH:6]([c:18]2[cH:19][cH:20][cH:21][cH:22][cH:23]2)[CH2:7]1. The reactants are ClC1=NC=CC=C1S(=O)(=O)N1CCC2(CCN(C2=O)C2=CC=C(C=C2)OC(F)(F)F)CC1 (8-(2-Chloro-pyridine-3-sulfonyl)-2-(4-trifluoromethoxy-phenyl)-2,8-diaza-spiro[4.5]decan-1-one), CN (methyl amine), C(C)O (ethanol). Solvent: C(C)(=O)OCC (ethyl acetate). Run at temperature 90 celsius. Product: CNC1=NC=CC=C1S(=O)(=O)N1CCC2(CCN(C2=O)C2=CC=C(C=C2)OC(F)(F)F)CC1 (8-(2-Methylamino-pyridine-3-sulfonyl)-2-(4-trifluoromethoxy-phenyl)-2,8-diaza-spiro[4.5]decan-1-one). Isolated yield 98.0%. As a reaction SMILES: Cl[C:2]1[C:7]([S:8]([N:11]2[CH2:32][CH2:31][C:14]3([C:18](=[O:19])[N:17]([C:20]4[CH:25]=[CH:24][C:23]([O:26][C:27]([F:30])([F:29])[F:28])=[CH:22][CH:21]=4)[CH2:16][CH2:15]3)[CH2:13][CH2:12]2)(=[O:10])=[O:9])=[CH:6][CH:5]=[CH:4][N:3]=1.[CH3:33][NH2:34].C(O)C>C(OCC)(=O)C>[CH3:33][NH:34][C:2]1[C:7]([S:8]([N:11]2[CH2:32][CH2:31][C:14]3([C:18](=[O:19])[N:17]([C:20]4[CH:21]=[CH:22][C:23]([O:26][C:27]([F:29])([F:28])[F:30])=[CH:24][CH:25]=4)[CH2:16][CH2:15]3)[CH2:13][CH2:12]2)(=[O:9])=[O:10])=[CH:6][CH:5]=[CH:4][N:3]=1. Reported procedure: A mixture of 8-(2-chloro-pyridine-3-sulfonyl)-2-(4-trifluoromethoxy-phenyl)-2,8-diaza-spiro[4.5]decan-1-one (described in example 188, 40 mg, 0.08 mmol) and 8M methyl amine solution in ethanol (408 uL, 3.26 mmol) and was heated to 90° C. in a sealed tube for 48 h. The reaction mixture was transferred to a round bottom flask and concentrated in vacuo to give a crude residue which was diluted with ethyl acetate and washed with water, sat. NaHCO3 and brine. The organic layer was dried (Na2SO4), fil... Starting materials: C(C)OC(CNC)=O (sarcosine ethyl ester), ClC=1C=C(C=CC1Cl)CC(=O)O (3,4-dichlorophenylacetic acid), Intermediate 1. The product is CN(CC(=O)O)C(CC1=CC(=C(C=C1)Cl)Cl)=O (N-methyl-N-[(3,4-dichlorophenyl)acetyl]glycine). As a reaction SMILES: C([O:3][C:4](=[O:8])[CH2:5][NH:6][CH3:7])C.[Cl:9][C:10]1[CH:11]=[C:12]([CH2:17][C:18]([OH:20])=O)[CH:13]=[CH:14][C:15]=1[Cl:16]>>[CH3:7][N:6]([C:18](=[O:20])[CH2:17][C:12]1[CH:13]=[CH:14][C:15]([Cl:16])=[C:10]([Cl:9])[CH:11]=1)[CH2:5][C:4]([OH:8])=[O:3]. Reported procedure: The title compound was prepared from commercially available sarcosine ethyl ester and 3,4-dichlorophenylacetic acid according to the procedure of Intermediate 1. The reactants are C (charcoal), BrC1=CC=C(C2=CC=CC=C12)C(=O)O (4-bromo-1-naphthalenecarboxylic acid), C(C1=CC=CC=C1)OC(C=C)=O (benzylacrylate), C1(=CC=CC=C1)P(C1=CC=CC=C1)C1=CC=CC=C1 (triphenylphosphine). The reagents and catalysts are C(C)(=O)[O-].[Pd+2].C(C)(=O)[O-] (palladium(II) acetate). The solvent is CN(C)C=O (DMF), C(C)N(CC)CC (triethylamine). Conditions: temperature 95 celsius, time 30 minute. The product is O=C(/C=C/C1=CC=C(C2=CC=CC=C12)C(=O)O)OCC1=CC=CC=C1 (4-{(1E)-3-Oxo-3-[(phenylmethyl)oxy]-1-propen-1-yl}-1-naphthalenecarboxylic acid). RXN SMILES: Br[C:2]1[C:11]2[C:6](=[CH:7][CH:8]=[CH:9][CH:10]=2)[C:5]([C:12]([OH:14])=[O:13])=[CH:4][CH:3]=1.[CH2:15]([O:22][C:23](=[O:26])[CH:24]=[CH2:25])[C:16]1[CH:21]=[CH:20][CH:19]=[CH:18][CH:17]=1.C1(P(C2C=CC=CC=2)C2C=CC=CC=2)C=CC=CC=1.C>C([O-])(=O)C.[Pd+2].C([O-])(=O)C.CN(C=O)C.C(N(CC)CC)C>[O:26]=[C:23]([O:22][CH2:15][C:16]1[CH:21]=[CH:20][CH:19]=[CH:18][CH:17]=1)/[CH:24]=[CH:25]/[C:2]1[C:11]2[C:6](=[CH:7][CH:8]=[CH:9][CH:10]=2)[C:5]([C:12]([OH:14])=[O:13])=[CH:4][CH:3]=1 |f:4.5.6|. Reported procedure: A mixture of 4-bromo-1-naphthalenecarboxylic acid (100 g), benzylacrylate (96.8 g), triphenylphosphine (10.2 g) palladium(II) acetate (2 g), triethylamine (258 ml) and DMF (600 ml) are heated at 90-100° C. for 4-12 h (typically 10-12 h). Two further portions of palladium(II) acetate (20 g) are added at four hour intervals during the stir period. The mixture is treated with charcoal (3×15 g) at 50-80° C. (typically 70-80° C.) filtering after each charge at 40-45° C. The DMF is then distilled off ... Starting materials: FC(C(=O)NC1=C(C2=C(C=C(C(=C2C(=C1)[N+](=O)[O-])[N+](=O)[O-])NC(C(F)(F)F)=O)[N+](=O)[O-])[N+](=O)[O-])(F)F (2,6-di(trifluoroacetamido)-1,4,5,8-tetranitronaphthalene), Cl (hydrogen chloride). Run in CO (methanol). Yields the product NC1=C(C2=C(C=C(C(=C2C(=C1)[N+](=O)[O-])[N+](=O)[O-])N)[N+](=O)[O-])[N+](=O)[O-] (2,6-diamino-1,4,5,8-tetranitronaphthalene). RXN SMILES: FC(F)(F)C([NH:5][C:6]1[CH:15]=[C:14]([N+:16]([O-:18])=[O:17])[C:13]2[C:8](=[C:9]([N+:29]([O-:31])=[O:30])[CH:10]=[C:11]([NH:22]C(=O)C(F)(F)F)[C:12]=2[N+:19]([O-:21])=[O:20])[C:7]=1[N+:32]([O-:34])=[O:33])=O.Cl>CO>[NH2:5][C:6]1[CH:15]=[C:14]([N+:16]([O-:18])=[O:17])[C:13]2[C:8](=[C:9]([N+:29]([O-:31])=[O:30])[CH:10]=[C:11]([NH2:22])[C:12]=2[N+:19]([O-:21])=[O:20])[C:7]=1[N+:32]([O-:34])=[O:33]. Reported procedure: reacting said 2,6-di(trifluoroacetamido)-1,4,5,8-tetranitronaphthalene with methanol and dry hydrogen chloride to form 2,6-diamino-1,4,5,8-tetranitronaphthalene. The reactants are NC[C@H]1N(CCC[C@@H]1C)C(=O)C=1N=C(SC1C1=CC=C(C=C1)F)C (((2S,3S)-2-(aminomethyl)-3-methylpiperidin-1-yl)(5-(4-fluorophenyl)-2-methylthiazol-4-yl)methanone), ClC1=NC=C(C=N1)C(F)(F)F (2-chloro-5-(trifluoromethyl)pyrimidine). Yields the product FC1=CC=C(C=C1)C1=C(N=C(S1)C)C(=O)N1[C@H]([C@H](CCC1)C)CNC1=NC=C(C=N1)C(F)(F)F ((+/−)-cis-(5-(4-Fluorophenyl)-2-methylthiazol-4-yl)(3-methyl-2-(((5-(trifluoromethyl)pyrimidin-2-yl)amino)methyl)piperidin-1-yl)methanone). RXN SMILES: [NH2:1][CH2:2][C@@H:3]1[C@@H:8]([CH3:9])[CH2:7][CH2:6][CH2:5][N:4]1[C:10]([C:12]1[N:13]=[C:14]([CH3:24])[S:15][C:16]=1[C:17]1[CH:22]=[CH:21][C:20]([F:23])=[CH:19][CH:18]=1)=[O:11].Cl[C:26]1[N:31]=[CH:30][C:29]([C:32]([F:35])([F:34])[F:33])=[CH:28][N:27]=1>>[F:23][C:20]1[CH:19]=[CH:18][C:17]([C:16]2[S:15][C:14]([CH3:24])=[N:13][C:12]=2[C:10]([N:4]2[CH2:5][CH2:6][CH2:7][C@H:8]([CH3:9])[C@@H:3]2[CH2:2][NH:1][C:26]2[N:31]=[CH:30][C:29]([C:32]([F:35])([F:34])[F:33])=[CH:28][N:27]=2)=[O:11])=[CH:22][CH:21]=1. Procedure: The title compound was prepared following the same general protocol as described for Example A1 using ((2S,3S)-2-(aminomethyl)-3-methylpiperidin-1-yl)(5-(4-fluorophenyl)-2-methylthiazol-4-yl)methanone and 2-chloro-5-(trifluoromethyl)pyrimidine. ESI-MS (m/z): 494 [M+1]+.